Dataset: the Open Reaction Database (ORD), a public repository of structured organic reaction records. Task: describe an organic reaction: reactants, conditions, products, and yield The reactants are Cl.C(C)N(CC)C(=O)OCC1NCCNC1 (2-(N,N-diethylaminocarbonyloxymethyl)piperazine hydrochloride), COC=1C=C(C(=O)Cl)C=C(C1OC)OC (3,4,5-trimethoxybenzoyl chloride). Yields the product COC=1C=C(C(=O)N2C(CN(CC2)C(C2=CC(=C(C(=C2)OC)OC)OC)=O)COC(=O)N(CC)CC)C=C(C1OC)OC (1,4-bis(3′,4′,5′-trimethoxybenzoyl)-2-(N,N-diethylaminocarbonyloxymethyl)piperazine). The yield is 79.5%. RXN SMILES: Cl.[CH2:2]([N:4]([C:7]([O:9][CH2:10][CH:11]1[CH2:16][NH:15][CH2:14][CH2:13][NH:12]1)=[O:8])[CH2:5][CH3:6])[CH3:3].[CH3:17][O:18][C:19]1[CH:20]=[C:21]([CH:25]=[C:26]([O:30][CH3:31])[C:27]=1[O:28][CH3:29])[C:22](Cl)=[O:23]>>[CH3:17][O:18][C:19]1[CH:20]=[C:21]([CH:25]=[C:26]([O:30][CH3:31])[C:27]=1[O:28][CH3:29])[C:22]([N:12]1[CH2:13][CH2:14][N:15]([C:22](=[O:23])[C:21]2[CH:20]=[C:19]([O:18][CH3:17])[C:27]([O:28][CH3:29])=[C:26]([O:30][CH3:31])[CH:25]=2)[CH2:16][CH:11]1[CH2:10][O:9][C:7]([N:4]([CH2:5][CH3:6])[CH2:2][CH3:3])=[O:8])=[O:23] |f:0.1|. Procedure details: Working again according to a protocol identical to the one used in step 1.3 of Example 1, followed by treating, under the same conditions as those of step 1.4 of Example 1, 0.5 g (1.73 mmol) of 2-(N,N-diethylaminocarbonyloxymethyl)piperazine hydrochloride with 1 g of 3,4,5-trimethoxybenzoyl chloride, 0.83 g of 1,4-bis(3′,4′,5′-trimethoxybenzoyl)-2-(N,N-diethylaminocarbonyloxymethyl)piperazine is obtained. Yield: 80%. Melting point: 128.6° C. Rf=0.35 (3/97 v/v MeOH/CH2Cl2). Reactants: C(C)(C)(C)CC(=O)O (t-butylacetic acid), [OH-].C(CCC)[N+](CCCC)(CCCC)CCCC (tetrabutylammonium hydroxide), O (water), C(OCCl)(SCC)=O (O-chloromethyl S-ethyl carbonothioate). The solvent is CO (methanol), C(Cl)Cl (methylene chloride). Conditions: time 1 hour. The product is C(C)SC(=O)OCOC(CC(C)(C)C)=O (3,3-Dimethylbutyric acid ethylsulfanylcarbonyloxymethyl ester). Yield: 102.4%. As a reaction SMILES: [C:1]([CH2:5][C:6]([OH:8])=[O:7])([CH3:4])([CH3:3])[CH3:2].[OH-].C([N+](CCCC)(CCCC)CCCC)CCC.O.[C:28](=[O:35])([S:32][CH2:33][CH3:34])[O:29][CH2:30]Cl>CO.C(Cl)Cl>[CH2:33]([S:32][C:28]([O:29][CH2:30][O:7][C:6](=[O:8])[CH2:5][C:1]([CH3:4])([CH3:3])[CH3:2])=[O:35])[CH3:34] |f:1.2|. Reported procedure: To a solution of t-butylacetic acid (0.025 mol, 3 g) in methanol is added tetrabutylammonium hydroxide (1M/methanol, 25 ml). The mixture is stirred for 1 h and the solvent removed to a residue. The residue is dissolved in 150 ml of methylene chloride and 150 ml of water and a solution of O-chloromethyl S-ethyl carbonothioate (0.025 mol, 3.85 f) in 50 ml of methylene chloride added. The mixture is stirred at room temperature for 24 h. The methylene chloride layer is separated, washed with water, ... Reactants: CC(C)(C)[Si](C)(C)OCCc1ccc(F)c(CN2CCC3(CC2)CN(C(=O)C(F)(F)F)CCO3)c1, CCCC[N+](CCCC)(CCCC)CCCC, C1CCOC1, [F-]. The product is O=C(N1CCOC2(CCN(Cc3cc(CCO)ccc3F)CC2)C1)C(F)(F)F. RXN SMILES: [C:19]([Si:20]([CH3:21])([CH3:22])[O:24][CH2:25][CH2:26][c:27]1[cH:28][cH:29][c:30]([F:51])[c:31]([CH2:32][N:33]2[CH2:34][CH2:35][C:36]3([CH2:37][N:38]([C:42]([C:43]([F:44])([F:45])[F:46])=[O:47])[CH2:39][CH2:40][O:41]3)[CH2:48][CH2:49]2)[cH:50]1)([CH3:23])([CH3:52])[CH3:53].[CH2:2]([N+:3]([CH2:4][CH2:5][CH2:6][CH3:7])([CH2:8][CH2:9][CH2:10][CH3:11])[CH2:12][CH2:13][CH2:14][CH3:15])[CH2:16][CH2:17][CH3:18].[CH2:54]1[O:55][CH2:56][CH2:57][CH2:58]1.[F-:1]>>[OH:24][CH2:25][CH2:26][c:27]1[cH:28][cH:29][c:30]([F:51])[c:31]([CH2:32][N:33]2[CH2:34][CH2:35][C:36]3([CH2:37][N:38]([C:42]([C:43]([F:44])([F:45])[F:46])=[O:47])[CH2:39][CH2:40][O:41]3)[CH2:48][CH2:49]2)[cH:50]1. Reactants: COc1cccc(Br)c1, [Li]CCCC, O=Cc1ccc(F)cc1F, C1CCOC1. Yields the product COc1cccc(C(O)c2ccc(F)cc2F)c1. Reaction SMILES: [Br:6][c:7]1[cH:8][c:9]([O:13][CH3:14])[cH:10][cH:11][cH:12]1.[CH2:1]([Li:2])[CH2:3][CH2:4][CH3:5].[F:15][c:16]1[c:17]([CH:18]=[O:19])[cH:20][cH:21][c:22]([F:24])[cH:23]1.[O:25]1[CH2:26][CH2:27][CH2:28][CH2:29]1>>[c:7]1([CH:18]([c:17]2[c:16]([F:15])[cH:23][c:22]([F:24])[cH:21][cH:20]2)[OH:19])[cH:8][c:9]([O:13][CH3:14])[cH:10][cH:11][cH:12]1. Reactants: C1CCOC1, COc1ccc(CCN)cc1, O=C(O)C(F)(F)F, c1ccncc1. The product is COc1ccc(CCNC(=O)C(F)(F)F)cc1. Reaction SMILES: [CH2:25]1[O:26][CH2:27][CH2:28][CH2:29]1.[CH3:8][O:9][c:10]1[cH:11][cH:12][c:13]([CH2:16][CH2:17][NH2:18])[cH:14][cH:15]1.[OH:1][C:2](=[O:3])[C:4]([F:5])([F:6])[F:7].[cH:19]1[cH:20][cH:21][n:22][cH:23][cH:24]1>>[O:1]=[C:2]([C:4]([F:5])([F:6])[F:7])[NH:18][CH2:17][CH2:16][c:13]1[cH:12][cH:11][c:10]([O:9][CH3:8])[cH:15][cH:14]1. Reactants: OC1=C(C=C(C(=O)O)C=C1OC)OC (4-hydroxy-3,5-dimethoxybenzoic acid), C1(=CC=CC=C1)C(=[N+]=[N-])C1=CC=CC=C1 (diphenyl diazomethane), OC1=C(C=C(C(=O)O)C=C1OC)OC (4-hydroxy-3,5-dimethoxybenzoic acid), ClCCl (dichloromethane), C1(=CC=CC=C1)C(=[N+]=[N-])C1=CC=CC=C1 (diphenyl diazomethane). Run in C(C)(=O)OCC.CCCCCC (ethyl acetate hexane), C(C)(=O)OCC.CCCCCC (ethyl acetate hexane). Conditions: time 1 hour. Yields the product OC1=C(C=C(C(=O)OC(C2=CC=CC=C2)C2=CC=CC=C2)C=C1OC)OC (diphenylmethyl 4-hydroxy-3,5-dimethoxybenzoate). Reaction SMILES: [OH:1][C:2]1[C:10]([O:11][CH3:12])=[CH:9][C:5]([C:6]([OH:8])=[O:7])=[CH:4][C:3]=1[O:13][CH3:14].ClCCl.[C:18]1([C:24]([C:27]2[CH:32]=[CH:31][CH:30]=[CH:29][CH:28]=2)=[N+]=[N-])[CH:23]=[CH:22][CH:21]=[CH:20][CH:19]=1>C(OCC)(=O)C.CCCCCC>[OH:1][C:2]1[C:3]([O:13][CH3:14])=[CH:4][C:5]([C:6]([O:8][CH:24]([C:18]2[CH:23]=[CH:22][CH:21]=[CH:20][CH:19]=2)[C:27]2[CH:32]=[CH:31][CH:30]=[CH:29][CH:28]=2)=[O:7])=[CH:9][C:10]=1[O:11][CH3:12] |f:3.4|. Reported procedure: Combine 4-hydroxy-3,5-dimethoxybenzoic acid (2.0 g, 12.6 mmol) and dichloromethane (200 mL). Add diphenyl diazomethane (2.67 g). After 1 hour, add an additional portion of diphenyl diazomethane (1.2 g). After 1 hour, add 4-hydroxy-3,5-dimethoxybenzoic acid (0.5 g). Concentrate in vacuo to obtain a residue. Chromatograph the residue on silica gel eluting sequentially with 20% ethyl acetate/hexane and 50% ethyl acetate/hexane to obtain the diphenylmethyl 4-hydroxy-3,5-dimethoxybenzoate: Rf=0.56 (s...